From a dataset of the Open Reaction Database (ORD), a public repository of structured organic reaction records. describe an organic reaction: reactants, conditions, products, and yield Reactants: N-(3-dimethylaminopropyl)-N-ethylcarbdiimide hydrochloride, CN (methylamine), C(#N)C=1C=C(C=NC1)C#CC=1C=CC(=C(C(=O)O)C1)F (5-(5-cyanopyridin-3-ylethynyl)-2-fluorobenzoic acid), O.ON1N=NC2=C1C=CC=C2 (1-hydroxybenzotriazole hydrate). The solvent is O1CCCC1 (tetrahydrofuran), C(C)(=O)OCC (ethyl acetate), CN(C=O)C (N,N-dimethylformamide). Reaction conditions: time 2 hour. Yields the product C(#N)C=1C=C(C=NC1)C#CC=1C=CC(=C(C(=O)NC)C1)F (5-(5-Cyanopyridin-3-ylethynyl)-2-fluoro-N-methylbenzamide). The yield is 68.0%. RXN SMILES: CN.[C:3]([C:5]1[CH:6]=[C:7]([C:11]#[C:12][C:13]2[CH:14]=[CH:15][C:16]([F:22])=[C:17]([CH:21]=2)[C:18]([OH:20])=O)[CH:8]=[N:9][CH:10]=1)#[N:4].O.O[N:25]1[C:29]2C=CC=CC=2N=N1>O1CCCC1.CN(C)C=O.C(OCC)(=O)C>[C:3]([C:5]1[CH:6]=[C:7]([C:11]#[C:12][C:13]2[CH:14]=[CH:15][C:16]([F:22])=[C:17]([CH:21]=2)[C:18]([NH:25][CH3:29])=[O:20])[CH:8]=[N:9][CH:10]=1)#[N:4] |f:2.3|. Procedure: Add N-(3-dimethylaminopropyl)-N-ethylcarbdiimide hydrochloride (120 mg, 0.62 mmol) to a mixture of methylamine (19 mg, 310 μL of a 2.0 M stock solution in tetrahydrofuran, 0.62 mmol), 5-(5-cyanopyridin-3-ylethynyl)-2-fluorobenzoic acid), (prepared as described in EXAMPLE 120), (150 mg, 0.56 mmol) and 1-hydroxybenzotriazole hydrate (76 mg, 0.56 mmol) in N,N-dimethylformamide (2 mL), and stir for 2 h. Dilute the reaction mixture with ethyl acetate and an aqueous saturated solution of sodium bicarb... The reactants are COC(=O)CBr, COc1c(N)cc(-c2c3ccccc3c(Br)c3sc(C)c(C)c23)cc1Br, O=C([O-])[O-], [K+], [K+], CN(C)C=O, O. Product: COC(=O)CNc1cc(-c2c3ccccc3c(Br)c3sc(C)c(C)c23)cc(Br)c1OC. As a reaction SMILES: [Br:1][CH2:2][C:3](=[O:4])[O:5][CH3:6].[Br:7][c:8]1[c:9]([O:31][CH3:32])[c:10]([NH2:30])[cH:11][c:12](-[c:14]2[c:15]3[cH:16][cH:17][cH:18][cH:19][c:20]3[c:21]([Br:29])[c:22]3[s:23][c:24]([CH3:28])[c:25]([CH3:27])[c:26]23)[cH:13]1.[C:33](=[O:34])([O-:35])[O-:36].[K+:37].[K+:38].[O:40]=[CH:41][N:42]([CH3:43])[CH3:44].[OH2:39]>>[CH2:2]([C:3](=[O:4])[O:5][CH3:6])[NH:30][c:10]1[c:9]([O:31][CH3:32])[c:8]([Br:7])[cH:13][c:12](-[c:14]2[c:15]3[cH:16][cH:17][cH:18][cH:19][c:20]3[c:21]([Br:29])[c:22]3[s:23][c:24]([CH3:28])[c:25]([CH3:27])[c:26]23)[cH:11]1. The reactants are Cn1cc2ccc3c(=O)c(-c4ccc(C5(NC(=O)OC(C)(C)C)CCC5)cc4)c(-c4ccccc4)oc3c2n1, NC1(c2ccc(-c3c(-c4ccccc4)oc4ccc(F)cc4c3=O)cc2)CCC1. The product is Cn1cc2ccc3c(=O)c(-c4ccc(C5(N)CCC5)cc4)c(-c4ccccc4)oc3c2n1. RXN SMILES: [C:30]([O:31][C:32](=[O:33])[NH:36][C:37]1([c:41]2[cH:42][cH:43][c:44](-[c:47]3[c:48](=[O:67])[c:49]4[cH:50][cH:51][c:52]5[c:53]([c:54]4[o:55][c:56]3-[c:57]3[cH:58][cH:59][cH:60][cH:61][cH:62]3)[n:63][n:64]([CH3:66])[cH:65]5)[cH:45][cH:46]2)[CH2:38][CH2:39][CH2:40]1)([CH3:34])([CH3:35])[CH3:68].[NH2:1][C:2]1([c:3]2[cH:4][cH:5][c:6](-[c:7]3[c:8](=[O:9])[c:10]4[c:11]([cH:12][cH:13][c:14]([F:15])[cH:16]4)[o:17][c:18]3-[c:19]3[cH:20][cH:21][cH:22][cH:23][cH:24]3)[cH:25][cH:26]2)[CH2:27][CH2:28][CH2:29]1>>[NH2:36][C:37]1([c:41]2[cH:42][cH:43][c:44](-[c:47]3[c:48](=[O:67])[c:49]4[cH:50][cH:51][c:52]5[c:53]([c:54]4[o:55][c:56]3-[c:57]3[cH:58][cH:59][cH:60][cH:61][cH:62]3)[n:63][n:64]([CH3:66])[cH:65]5)[cH:45][cH:46]2)[CH2:38][CH2:39][CH2:40]1. Starting materials: CCn1cc(C(=O)O)c(=O)c2c(F)c(F)c(F)c(F)c21, C1CCNC1, CN1CCCC1. Product: CCn1cc(C(=O)O)c(=O)c2c(F)c(F)c(N3CCCC3)c(F)c21. RXN SMILES: [CH2:1]([CH3:2])[n:3]1[cH:4][c:5]([C:18](=[O:19])[OH:20])[c:6](=[O:17])[c:7]2[c:8]([F:16])[c:9]([F:15])[c:10]([F:14])[c:11]([F:13])[c:12]12.[CH2:21]1[CH2:22][CH2:23][NH:24][CH2:25]1.[CH3:26][N:27]1[CH2:28][CH2:29][CH2:30][CH2:31]1>>[CH2:1]([CH3:2])[n:3]1[cH:4][c:5]([C:18](=[O:19])[OH:20])[c:6](=[O:17])[c:7]2[c:8]([F:16])[c:9]([F:15])[c:10]([N:24]3[CH2:23][CH2:22][CH2:21][CH2:25]3)[c:11]([F:13])[c:12]12. The reactants are ClC(=O)OCC (ethyl chloroformate), [N+](=[N-])=CC(=O)OCC (ethyl diazoacetate), [S-]C#N.[Na+] (sodium thiocyanate), Cl (hydrochloric acid), resultant mixture. Solvent: C(C)#N (acetonitrile), C(C)#N (acetonitrile). Conditions: temperature 19 celsius, time 24 hour. The product is C(C)OC(=O)NC1=C(N=NS1)C(=O)OCC (ethyl 5-ethoxycarbonylamino-1,2,3-thiadiazole-4-carboxylate). The yield is 69.3%. As a reaction SMILES: [S-:1][C:2]#[N:3].[Na+].Cl[C:6]([O:8][CH2:9][CH3:10])=[O:7].[N+:11](=[CH:13][C:14]([O:16][CH2:17][CH3:18])=[O:15])=[N-:12].Cl>C(#N)C>[CH2:9]([O:8][C:6]([NH:3][C:2]1[S:1][N:12]=[N:11][C:13]=1[C:14]([O:16][CH2:17][CH3:18])=[O:15])=[O:7])[CH3:10] |f:0.1|. Procedure details: A suspension of sodium thiocyanate (24.30 g, 0.30 mole) in acetonitrile (120 ml), maintained at 19° C., was treated dropwise over 22 minutes with a solution of ethyl chloroformate (28.7 ml, 0.30 mole) in acetonitrile (25 ml). The resultant mixture was stirred for 25 minutes at 20° C. and then ethyl diazoacetate (31.5 ml, 0.30 mole) was added. After stirring for 24 hours, 6.0 N hydrochloric acid (300 ml) was added with cooling. Acetonitrile solvent was removed in vacuo and the residual aqueous su... Starting materials: C(N)(=N)C=1C=NC=C(C1)Br (3-Amidino-5-bromopyridine), COC(CC(OC)OC)OC (1,1,3,3-tetramethoxypropane). The solvent is CN(C)C=O (DMF). Conditions: temperature 90 celsius, time 18 hour. Product: BrC=1C=NC=C(C1)C1=NC=CC=N1 (3-Bromo-5-(2-pyrimidinyl)pyridine). Yield: 21.7%. Reaction SMILES: [C:1]([C:4]1[CH:5]=[N:6][CH:7]=[C:8]([Br:10])[CH:9]=1)(=[NH:3])[NH2:2].CO[CH:13](OC)[CH2:14][CH:15](OC)OC>CN(C=O)C>[Br:10][C:8]1[CH:7]=[N:6][CH:5]=[C:4]([C:1]2[N:2]=[CH:15][CH:14]=[CH:13][N:3]=2)[CH:9]=1. Procedure details: A mixture of the product of Step B (4.86 g, 20.5 mmol) and 1,1,3,3-tetramethoxypropane (6.59 mL, 40 mmol) in DMF (25 mL) was warmed to 90° C. under N2. After 18 h, the reaction mixture was allowed to cool to 25° C., concentrated in vacuo. Purification of the residue by flash chromatography (EtOAc) afforded the title compound (1.05 g, 22%) as a white solid. MS 237 (M+H)+ The reactants are BrC(Br)(Br)Br, ClCCl, c1ccc(P(c2ccccc2)c2ccccc2)cc1, O=Cc1cccnc1. Product: BrC(Br)=Cc1cccnc1. As a reaction SMILES: [Br:1][C:2]([Br:3])([Br:4])[Br:5].[CH2:33]([Cl:34])[Cl:35].[c:6]1([P:7]([c:8]2[cH:9][cH:10][cH:11][cH:12][cH:13]2)[c:14]2[cH:15][cH:16][cH:17][cH:18][cH:19]2)[cH:20][cH:21][cH:22][cH:23][cH:24]1.[n:25]1[cH:26][c:27]([CH:31]=[O:32])[cH:28][cH:29][cH:30]1>>[Br:1][C:2]([Br:5])=[CH:31][c:27]1[cH:26][n:25][cH:30][cH:29][cH:28]1. The reactants are Nc1nc(-c2cccc(Br)c2)cs1, Br, Cl, Cc1ccc(S(=O)(=O)Cl)cc1, c1ccncc1. The product is Cc1ccc(S(=O)(=O)Nc2nc(-c3cccc(Br)c3)cs2)cc1. RXN SMILES: [Br:2][c:3]1[cH:4][c:5](-[c:9]2[n:10][c:11]([NH2:14])[s:12][cH:13]2)[cH:6][cH:7][cH:8]1.[BrH:1].[ClH:26].[c:15]1([CH3:25])[cH:16][cH:17][c:18]([S:21](=[O:22])(=[O:23])[Cl:24])[cH:19][cH:20]1.[cH:27]1[cH:28][cH:29][n:30][cH:31][cH:32]1>>[Br:2][c:3]1[cH:4][c:5](-[c:9]2[n:10][c:11]([NH:14][S:21]([c:18]3[cH:17][cH:16][c:15]([CH3:25])[cH:20][cH:19]3)(=[O:22])=[O:23])[s:12][cH:13]2)[cH:6][cH:7][cH:8]1.